From a dataset of the Open Reaction Database (ORD), a public repository of structured organic reaction records. describe an organic reaction: reactants, conditions, products, and yield Starting materials: CCOC(=O)C(=O)c1ccccc1, CCOCC, C1CCOC1. Product: CCOC(=O)C(O)c1ccccc1. RXN SMILES: [C:6]([c:7]1[cH:8][cH:9][cH:10][cH:11][cH:12]1)(=[O:13])[C:14](=[O:15])[O:16][CH2:17][CH3:18].[CH3:1][CH2:2][O:3][CH2:4][CH3:5].[O:19]1[CH2:20][CH2:21][CH2:22][CH2:23]1>>[CH:6]([c:7]1[cH:8][cH:9][cH:10][cH:11][cH:12]1)([OH:13])[C:14](=[O:15])[O:16][CH2:17][CH3:18]. Starting materials: CO, COC(=O)c1ccc(OC(C(=O)NS(=O)(=O)c2ccc(C(C)C)cc2)c2ccc3c(c2)OCO3)c(CC(C)C)c1, ClC(Cl)Cl, [Na+], [OH-]. The product is CC(C)Cc1cc(C(=O)O)ccc1OC(C(=O)NS(=O)(=O)c1ccc(C(C)C)cc1)c1ccc2c(c1)OCO2. RXN SMILES: [CH3:47][OH:48].[CH:1]([CH3:2])([CH3:3])[c:4]1[cH:5][cH:6][c:7]([S:10](=[O:11])(=[O:12])[NH:13][C:14]([CH:15]([O:16][c:17]2[c:18]([CH2:27][CH:28]([CH3:29])[CH3:30])[cH:19][c:20]([C:23](=[O:24])[O:25][CH3:26])[cH:21][cH:22]2)[c:31]2[cH:32][c:33]3[c:34]([cH:35][cH:36]2)[O:37][CH2:38][O:39]3)=[O:40])[cH:8][cH:9]1.[Cl:43][CH:44]([Cl:45])[Cl:46].[Na+:42].[OH-:41]>>[CH:1]([CH3:2])([CH3:3])[c:4]1[cH:5][cH:6][c:7]([S:10](=[O:11])(=[O:12])[NH:13][C:14]([CH:15]([O:16][c:17]2[c:18]([CH2:27][CH:28]([CH3:29])[CH3:30])[cH:19][c:20]([C:23](=[O:24])[OH:25])[cH:21][cH:22]2)[c:31]2[cH:32][c:33]3[c:34]([cH:35][cH:36]2)[O:37][CH2:38][O:39]3)=[O:40])[cH:8][cH:9]1. The reactants are Cl (hydrochloric acid), Ethyl (2-formamido-5-chlorothiazol-4-yl) glyoxylate, [OH-].[K+] (potassium hydroxide), NOCC(=O)OC(C)(C)C (tert-butyl 2-aminooxyacetate), C(C=O)(=O)OC=1N=C(SC1Cl)NC=O.[K] (potassium (2-formamido-5-chlorothiazol-4-yl) glyoxylate), O1CCCC1 (tetrahydrofuran). Solvent: N1=CC=CC=C1 (pyridine). Conditions: time 10 minute. The product is C(C)(C)(C)OC(=O)CON=C(C(=O)O)C=1N=C(SC1Cl)NC=O (2-tert-butoxycarbonylmethoxyimino-2-(2-formamido-5-chlorothiazol-4-yl) acetic acid). As a reaction SMILES: [OH-:1].[K+].C(O[C:8]1[N:9]=[C:10]([NH:14][CH:15]=[O:16])[S:11][C:12]=1[Cl:13])(=O)C=O.[K].Cl.[NH2:19][O:20][CH2:21][C:22]([O:24][C:25]([CH3:28])([CH3:27])[CH3:26])=[O:23].[O:29]1[CH2:33][CH2:32]CC1>N1C=CC=CC=1>[C:25]([O:24][C:22]([CH2:21][O:20][N:19]=[C:32]([C:8]1[N:9]=[C:10]([NH:14][CH:15]=[O:16])[S:11][C:12]=1[Cl:13])[C:33]([OH:29])=[O:1])=[O:23])([CH3:28])([CH3:27])[CH3:26] |f:0.1,2.3,^1:16|. Procedure details: Ethyl (2-formamido-5-chlorothiazol-4-yl) glyoxylate (14.5 g) was added to a solution of 1N aqueous potassium hydroxide (110 ml) at ambient temperature, and the mixture was stirred for 10 minutes to prepare the solution of potassium (2-formamido-5-chlorothiazol-4-yl) glyoxylate. After this solution was adjusted to pH 2 with 10% hydrochloric acid under ice-cooling, thereto were added pyridine (20 ml) and a solution of tert-butyl 2-aminooxyacetate (10.3 g) in tetrahydrofuran (50 ml), followed by st... Starting materials: C1CCOC1, CC(C)(C)[O-], Cc1ccc(S(=O)(=O)OCC2CCCN(C)C2)cc1, [K+], CC(C)N1CCN(C(=O)c2ccc3[nH]ccc3c2)CC1. The product is CC(C)N1CCN(C(=O)c2ccc3c(ccn3CC3CCCN(C)C3)c2)CC1. As a reaction SMILES: [CH2:46]1[O:47][CH2:48][CH2:49][CH2:50]1.[CH3:21][C:22]([CH3:23])([O-:24])[CH3:25].[CH3:27][N:28]1[CH2:29][CH:30]([CH2:34][O:35][S:36]([c:37]2[cH:38][cH:39][c:40]([CH3:41])[cH:42][cH:43]2)(=[O:44])=[O:45])[CH2:31][CH2:32][CH2:33]1.[K+:26].[nH:1]1[cH:2][cH:3][c:4]2[cH:5][c:6]([C:10](=[O:11])[N:12]3[CH2:13][CH2:14][N:15]([CH:18]([CH3:19])[CH3:20])[CH2:16][CH2:17]3)[cH:7][cH:8][c:9]12>>[n:1]1([CH2:34][CH:30]2[CH2:29][N:28]([CH3:27])[CH2:33][CH2:32][CH2:31]2)[cH:2][cH:3][c:4]2[cH:5][c:6]([C:10](=[O:11])[N:12]3[CH2:13][CH2:14][N:15]([CH:18]([CH3:19])[CH3:20])[CH2:16][CH2:17]3)[cH:7][cH:8][c:9]12. Yields the product 4-[N-benzofurazan-5(or 6)-carbonyl)aminomethyl, N1=C(C=CC=C1)CCN1CCCCC1 (1-(2-pyridylethyl)piperidine). The reagents and catalysts are CN(C=O)C (dimethylformamide). Solvent: C(Cl)Cl (methylene chloride), C(Cl)Cl (methylene chloride). Reaction SMILES: C(Cl)(=O)C(Cl)=O.NC[CH:9]1[CH2:14][CH2:13][N:12]([CH2:15][CH2:16][C:17]2[CH:22]=[CH:21][CH:20]=[CH:19][N:18]=2)[CH2:11][CH2:10]1>C(Cl)Cl.CN(C)C=O>[N:18]1[CH:19]=[CH:20][CH:21]=[CH:22][C:17]=1[CH2:16][CH2:15][N:12]1[CH2:13][CH2:14][CH2:9][CH2:10][CH2:11]1. Reactants: benzofurazan-5(or 6)-carboxylic acid, NCC1CCN(CC1)CCC1=NC=CC=C1 (4-(aminomethyl)-1-(2-pyridylethyl)piperidine), C(C(=O)Cl)(=O)Cl (oxalyl chloride). Procedure: To a suspension of benzofurazan-5(or 6)-carboxylic acid (150 mg, 0.91 mmol) in methylene chloride (3.3 ml) was added dimethylformamide (1 drop) followed by dropwise addition of oxalyl chloride (89 μl, 1.0 mmol). The resulting solution was stirred at room temperature for 3 hours and then concentrated under reduced pressure. The brown oil was redissolved in methylene chloride (3.3 ml) and was added to a cooled (0° C.) solution of 4-(aminomethyl)-1-(2-pyridylethyl)piperidine (0.21 g, 0.95 mmol) in ... Reaction conditions: time 3 hour. Yield: 73.6%.